This data is from the Open Reaction Database (ORD), a public repository of structured organic reaction records. The task is: describe an organic reaction: reactants, conditions, products, and yield The product is COC(c1ccccc1)C(CC(C)C)NC(=O)C1OC1C(=O)OC(C)C. As a reaction SMILES: [CH2:28]1[CH2:29][CH2:30][CH:31]([N:32]=[C:33]=[N:34][CH:35]2[CH2:36][CH2:37][CH2:38][CH2:39][CH2:40]2)[CH2:41][CH2:42]1.[CH3:1][O:2][CH:3]([c:4]1[cH:5][cH:6][cH:7][cH:8][cH:9]1)[CH:10]([CH2:11][CH:12]([CH3:13])[CH3:14])[NH:15][C:16](=[O:17])[CH:18]1[CH:19]([C:21](=[O:22])[OH:23])[O:20]1.[CH3:24][CH:25]([CH3:26])[OH:27].[CH3:43][N:44]([CH3:45])[c:46]1[cH:47][cH:48][n:49][cH:50][cH:51]1.[Cl:52][CH2:53][Cl:54]>>[CH3:1][O:2][CH:3]([c:4]1[cH:5][cH:6][cH:7][cH:8][cH:9]1)[CH:10]([CH2:11][CH:12]([CH3:13])[CH3:14])[NH:15][C:16](=[O:17])[CH:18]1[CH:19]([C:21](=[O:22])[O:23][CH:25]([CH3:24])[CH3:26])[O:20]1. Reactants: C(=NC1CCCCC1)=NC1CCCCC1, COC(c1ccccc1)C(CC(C)C)NC(=O)C1OC1C(=O)O, CC(C)O, CN(C)c1ccncc1, ClCCl. Starting materials: CCc1cc(OC)cc2nc(-c3cccnc3F)oc(=O)c12, C1COCCO1, CN(C)C1CCNC1. Yields the product CCc1cc(OC)cc2nc(-c3cccnc3N3CCC(N(C)C)C3)oc(=O)c12. Reaction SMILES: [CH2:1]([CH3:2])[c:3]1[cH:4][c:5]([O:21][CH3:22])[cH:6][c:7]2[n:8][c:9](-[c:14]3[c:15]([F:20])[n:16][cH:17][cH:18][cH:19]3)[o:10][c:11](=[O:13])[c:12]12.[CH2:31]1[O:32][CH2:33][CH2:34][O:35][CH2:36]1.[CH3:23][N:24]([CH:25]1[CH2:26][NH:27][CH2:28][CH2:29]1)[CH3:30]>>[CH2:1]([CH3:2])[c:3]1[cH:4][c:5]([O:21][CH3:22])[cH:6][c:7]2[n:8][c:9](-[c:14]3[c:15]([N:27]4[CH2:26][CH:25]([N:24]([CH3:23])[CH3:30])[CH2:29][CH2:28]4)[n:16][cH:17][cH:18][cH:19]3)[o:10][c:11](=[O:13])[c:12]12. Reactants: ClC1=NN2C(C(=CC=C2)NCC2=CC(=CC=C2)OC)=N1 ((2-chloro-[1,2,4]triazolo[1,5-a]pyridin-8-yl)-(3-methoxy-benzyl)-amine), CC1=CC=C(C=N1)N (6-methyl-pyridin-3-ylamine). Product: COC=1C=C(CNC=2C=3N(C=CC2)N=C(N3)NC=3C=NC(=CC3)C)C=CC1 (N(8)-(3-Methoxy-benzyl)-N(2)-(6-methyl-pyridin-3-yl)-[1,2,4]triazolo[1,5-a]pyridine-2,8-diamine), foam. Yield: 7.0%. RXN SMILES: Cl[C:2]1[N:20]=[C:5]2[C:6]([NH:10][CH2:11][C:12]3[CH:17]=[CH:16][CH:15]=[C:14]([O:18][CH3:19])[CH:13]=3)=[CH:7][CH:8]=[CH:9][N:4]2[N:3]=1.[CH3:21][C:22]1[N:27]=[CH:26][C:25]([NH2:28])=[CH:24][CH:23]=1>>[CH3:19][O:18][C:14]1[CH:13]=[C:12]([CH:17]=[CH:16][CH:15]=1)[CH2:11][NH:10][C:6]1[C:5]2[N:4]([N:3]=[C:2]([NH:28][C:25]3[CH:26]=[N:27][C:22]([CH3:21])=[CH:23][CH:24]=3)[N:20]=2)[CH:9]=[CH:8][CH:7]=1. Reported procedure: N(8)-(3-Methoxy-benzyl)-N(2)-(6-methyl-pyridin-3-yl)-[1,2,4]triazolo[1,5-a]pyridine-2,8-diamine was prepared from (2-chloro-[1,2,4]triazolo[1,5-a]pyridin-8-yl)-(3-methoxy-benzyl)-amine (99.9 mg, 0.346 mmol) and 6-methyl-pyridin-3-ylamine (41.91 mg, 0.3875 mmol) in a manner analogous to Example 2d. Product isolated as a red foam (8.55 mg, 7%). 1H NMR (400 MHz, (D3C)2SO, δ, ppm): 9.48 (s, 1H), 8.74 (s, 1H), 8.11 (d, J=8.2 Hz, 1H), 7.96 (d, J=6.7 Hz, 1H), 7.23 (t, J=15.8, 7.7 Hz, 1H), 7.15 (d, J=8.... Starting materials: Cc1cc(NC(=O)OC(C)(C)C)c(NC(=O)CC(=O)c2cccc(-c3cncnc3)c2)cc1Cl, ClCCl, O=C(O)C(F)(F)F. Product: Cc1cc2c(cc1Cl)NC(=O)CC(c1cccc(-c3cncnc3)c1)=N2. Reaction SMILES: [C:1]([O:2][C:3](=[O:4])[NH:7][c:8]1[c:9]([NH:16][C:17]([CH2:18][C:19](=[O:5])[c:20]2[cH:21][c:22](-[c:26]3[cH:27][n:28][cH:29][n:30][cH:31]3)[cH:23][cH:24][cH:25]2)=[O:33])[cH:10][c:11]([Cl:15])[c:12]([CH3:14])[cH:13]1)([CH3:6])([CH3:32])[CH3:34].[Cl:42][CH2:43][Cl:44].[F:35][C:36]([F:37])([F:38])[C:39]([OH:40])=[O:41]>>[N:7]1=[C:19]([c:20]2[cH:21][c:22](-[c:26]3[cH:27][n:28][cH:29][n:30][cH:31]3)[cH:23][cH:24][cH:25]2)[CH2:18][C:17](=[O:33])[NH:16][c:9]2[c:8]1[cH:13][c:12]([CH3:14])[c:11]([Cl:15])[cH:10]2.